Dataset: the Open Reaction Database (ORD), a public repository of structured organic reaction records. Task: describe an organic reaction: reactants, conditions, products, and yield Reactants: COc1cc(C=C2CCCc3c(C)ccnc32)ccc1OC(C)=O, Cl. Product: Cl, COc1cc(C=C2CCCc3c(C)ccnc32)ccc1O. Reaction SMILES: [C:1](=[O:2])([CH3:3])[O:4][c:5]1[c:6]([O:23][CH3:24])[cH:7][c:8]([CH:9]=[C:10]2[CH2:11][CH2:12][CH2:13][c:14]3[c:15]([CH3:20])[cH:16][cH:17][n:18][c:19]32)[cH:21][cH:22]1.[ClH:25]>>[ClH:25].[OH:4][c:5]1[c:6]([O:23][CH3:24])[cH:7][c:8]([CH:9]=[C:10]2[CH2:11][CH2:12][CH2:13][c:14]3[c:15]([CH3:20])[cH:16][cH:17][n:18][c:19]32)[cH:21][cH:22]1. The reactants are BrC1=NC=C(C=2C1=CN(N2)C2=C(C=CC=C2F)Cl)F (4-bromo-2-(2-chloro-6-fluorophenyl)-7-fluoro-2H-pyrazolo[4,3-c]pyridine), NC1=NC(=NC(=C1)C)C (4-amino-2,6-dimethylpyrimidine), CC1(C2=C(C(=CC=C2)P(C3=CC=CC=C3)C4=CC=CC=C4)OC5=C(C=CC=C51)P(C6=CC=CC=C6)C7=CC=CC=C7)C (Xantphos), C([O-])([O-])=O.[Cs+].[Cs+] (cesium carbonate). The reagents and catalysts are C=1C=CC(=CC1)/C=C/C(=O)/C=C/C2=CC=CC=C2.C=1C=CC(=CC1)/C=C/C(=O)/C=C/C2=CC=CC=C2.C=1C=CC(=CC1)/C=C/C(=O)/C=C/C2=CC=CC=C2.[Pd].[Pd] (Pd2(dba)3). Solvent: O1CCOCC1 (dioxane). Conditions: temperature 80 celsius, time 1 hour. Product: Cl.ClC1=C(C(=CC=C1)F)N1N=C2C(C(=NC=C2F)NC2=CC(=NC(=N2)C)CO)=C1 ({6-[2-(2-Chloro-6-fluorophenyl)-7-fluoro-2H-pyrazolo[4,3-c]pyridin-4-ylamino]-2-methylpyrimidin-4-yl}-methanol hydrochloride salt). Isolated yield 696.6%. As a reaction SMILES: Br[C:2]1[C:7]2=[CH:8][N:9]([C:11]3[C:16]([F:17])=[CH:15][CH:14]=[CH:13][C:12]=3[Cl:18])[N:10]=[C:6]2[C:5]([F:19])=[CH:4][N:3]=1.[NH2:20][C:21]1[CH:26]=[C:25]([CH3:27])[N:24]=[C:23]([CH3:28])[N:22]=1.CC1(C)C2C(=C(P(C3C=CC=CC=3)C3C=CC=CC=3)C=CC=2)[O:50]C2C(P(C3C=CC=CC=3)C3C=CC=CC=3)=CC=CC1=2.C(=O)([O-])[O-].[Cs+].[Cs+]>O1CCOCC1.C1C=CC(/C=C/C(/C=C/C2C=CC=CC=2)=O)=CC=1.C1C=CC(/C=C/C(/C=C/C2C=CC=CC=2)=O)=CC=1.C1C=CC(/C=C/C(/C=C/C2C=CC=CC=2)=O)=CC=1.[Pd].[Pd]>[ClH:18].[Cl:18][C:12]1[CH:13]=[CH:14][CH:15]=[C:16]([F:17])[C:11]=1[N:9]1[CH:8]=[C:7]2[C:2]([NH:20][C:21]3[N:22]=[C:23]([CH3:28])[N:24]=[C:25]([CH2:27][OH:50])[CH:26]=3)=[N:3][CH:4]=[C:5]([F:19])[C:6]2=[N:10]1 |f:3.4.5,7.8.9.10.11,12.13|. Reported procedure: A mixture of 4-bromo-2-(2-chloro-6-fluorophenyl)-7-fluoro-2H-pyrazolo[4,3-c]pyridine (172 mg, 0.5 mmol), 4-amino-2,6-dimethylpyrimidine (83 mg, 0.6 mmol), Pd2(dba)3 (11 mg, 0.013 mmol), Xantphos (29 mg, 0.05 mmol) and cesium carbonate (326 mg, 1.0 mmol) in dioxane (5 mL) was de-gassed and purged with nitrogen and the reaction mixture was heated at 80° C. in a sealed vial overnight. The resultant mixture was allowed to cool to room temperature, before being partitioned between ethyl acetate and w... Reactants: FC1=CC(=C(OCC(=O)OCC)C=C1)[N+](=O)[O-] (ethyl 4-fluoro-2-nitrophenoxyacetate). Reagents/catalysts: [Ni] (Raney nickel). The solvent is CO (methanol). The product is FC=1C=CC2=C(NC(CO2)=O)C1 (6-fluoro-2H-1,4-benzoxazin-3(4H)-one). Yield: 88.6%. Reaction SMILES: [F:1][C:2]1[CH:14]=[CH:13][C:5]([O:6][CH2:7][C:8](OCC)=[O:9])=[C:4]([N+:15]([O-])=O)[CH:3]=1>CO.[Ni]>[F:1][C:2]1[CH:14]=[CH:13][C:5]2[O:6][CH2:7][C:8](=[O:9])[NH:15][C:4]=2[CH:3]=1. Procedure details: A solution of 46 g of ethyl 4-fluoro-2-nitrophenoxyacetate, prepared in Example 18, in 500 ml of methanol is hydrogenated under atmospheric pressure in the presence of Raney nickel. After absorption of the theoretical quantity of hydrogen, the catalyst is filtered off, the solution is concentrated in vacuo and the residue is taken up in either, from which it crystallizes. The crystals formed are filtered off, washed with ether and dried. 28 g of 6-fluoro-2H-1,4-benzoxazin-3(4H)-one are thus obta... Reactants: [C@@H]1(CCCC2=CC=CC=C12)N ((1S)-1,2,3,4-tetrahydro-1-naphthalenylamine), BrCC([C@H](CC1=CC(=CC(=C1)F)F)NC(OC(C)(C)C)=O)=O (tert-Butyl (1S)-3-bromo-1-(3,5-difluorobenzyl)-2-oxopropylcarbamate), C(C)(C)O (isopropanol), BrCC([C@H](CC1=CC(=CC(=C1)F)F)NC(OC(C)(C)C)=O)=O (tert-Butyl (1S)-3-bromo-1-(3,5-difluorobenzyl)-2-oxopropylcarbamate). Product: FC=1C=C(C[C@@H](C(CNCC2=CC(=CC=C2)OC)=O)NC(OC(C)(C)C)=O)C=C(C1)F (tert-butyl (1S)-1-(3,5-difluorobenzyl)-3-[(3-methoxybenzyl)amino]-2-oxopropylcarbamate). Reaction SMILES: Br[CH2:2][C:3](=[O:22])[C@@H:4]([NH:14][C:15](=[O:21])[O:16][C:17]([CH3:20])([CH3:19])[CH3:18])[CH2:5][C:6]1[CH:11]=[C:10]([F:12])[CH:9]=[C:8]([F:13])[CH:7]=1.[C@@H:23]1([NH2:33])[C:32]2[C:27](=[CH:28][CH:29]=[CH:30][CH:31]=2)CCC1.[CH:34]([OH:37])(C)C>>[F:13][C:8]1[CH:7]=[C:6]([CH:11]=[C:10]([F:12])[CH:9]=1)[CH2:5][C@H:4]([NH:14][C:15](=[O:21])[O:16][C:17]([CH3:20])([CH3:19])[CH3:18])[C:3](=[O:22])[CH2:2][NH:33][CH2:23][C:32]1[CH:31]=[CH:30][CH:29]=[C:28]([O:37][CH3:34])[CH:27]=1. Reported procedure: tert-butyl (1S)-3-bromo-1-(3,5-difluorobenzyl)-2-oxopropylcarbamate (III, EXAMPLE 1, 1 equivalent) is dissolved in isopropanol and treated with 3-methoxybenzylamine (VI, 5 equivalents). The reaction is heated at reflux for 2 hours and monitored by TLC for disappearance of the ketone (III). Upon completion, the reaction is concentrated to dryness under reduced pressure and partitioned between equal parts water and ethyl acetate. The organic phase is extracted, washed two additional times with wat... The reactants are C(CCC)[Li] (n-Butyllithium), C(C)(C)(C)[Si](OC1=CC=C(C=C1)C(C)=O)(C)C (1-[4-(tert-Butyl-dimethyl-silanyloxy)-phenyl]-ethanone). Reagents/catalysts: [Br-].C[P+](C1=CC=CC=C1)(C1=CC=CC=C1)C1=CC=CC=C1 (Methyl(triphenylphosphonium) bromide). Solvent: C1CCOC1 (THF). Conditions: time 0.5 hour. Yields the product C(C)(C)(C)[Si](C)(C)OC1=CC=C(C=C1)C(=C)C (tert-butyl-(4-isopropenyl-phenoxy)-dimethyl-silane). Isolated yield 84.1%. Reaction SMILES: [CH2:1]([Li])CCC.[C:6]([Si:10]([CH3:22])([CH3:21])[O:11][C:12]1[CH:17]=[CH:16][C:15]([C:18](=O)[CH3:19])=[CH:14][CH:13]=1)([CH3:9])([CH3:8])[CH3:7]>[Br-].C[P+](C1C=CC=CC=1)(C1C=CC=CC=1)C1C=CC=CC=1.C1COCC1>[C:6]([Si:10]([O:11][C:12]1[CH:17]=[CH:16][C:15]([C:18]([CH3:1])=[CH2:19])=[CH:14][CH:13]=1)([CH3:22])[CH3:21])([CH3:9])([CH3:8])[CH3:7] |f:2.3|. Reported procedure: Methyl(triphenylphosphonium) bromide (17.1 g, 48.0 mmol) was suspended in THF (96 mL) and cooled to 0° C. n-Butyllithium (2.5 M in hexane, 19.2 mL, 48.0 mmol) was added dropwise to the mixture. The red solution was stirred at rt for 0.5 h. 1-[4-(tert-Butyl-dimethyl-silanyloxy)-phenyl]-ethanone (10.0 g, 40.0 mmol) was added. The solution turned bright yellow and a white precipitate formed. The mixture was stirred for 1 h at rt and then the solution was quenched with saturated NaHCO3. The aqueous ...